This data is from the Open Reaction Database (ORD), a public repository of structured organic reaction records. The task is: describe an organic reaction: reactants, conditions, products, and yield Reaction SMILES: [Br:1][c:2]1[c:3]([O:13][CH3:14])[c:4]([CH:11]=[O:12])[cH:5][c:6]([C:7](=[O:8])[OH:9])[cH:10]1.[CH3:21][N:22]([CH3:23])[CH:24]=[O:25].[Cl:15][C:16]([C:17]([Cl:18])=[O:19])=[O:20].[O:26]1[CH2:27][CH2:28][CH2:29][CH2:30]1>>[Br:1][c:2]1[c:3]([O:13][CH3:14])[c:4]([CH:11]=[O:12])[cH:5][c:6]([C:7](=[O:8])[Cl:15])[cH:10]1. The reactants are COc1c(Br)cc(C(=O)O)cc1C=O, CN(C)C=O, O=C(Cl)C(=O)Cl, C1CCOC1. The product is COc1c(Br)cc(C(=O)Cl)cc1C=O. The reactants are ClCCl, [K+], O=[Mn](=O)(=O)[O-], CC(C)Cc1nn(C)c(=O)c2cc(C(O)c3cccc4ccccc34)sc12. Product: CC(C)Cc1nn(C)c(=O)c2cc(C(=O)c3cccc4ccccc34)sc12. Reaction SMILES: [Cl:34][CH2:35][Cl:36].[K+:6].[Mn:1]([O-:2])(=[O:3])(=[O:4])=[O:5].[OH:7][CH:8]([c:9]1[cH:10][cH:11][cH:12][c:13]2[cH:14][cH:15][cH:16][cH:17][c:18]12)[c:19]1[cH:20][c:21]2[c:22]([c:23]([CH2:29][CH:30]([CH3:31])[CH3:32])[n:24][n:25]([CH3:28])[c:26]2=[O:27])[s:33]1>>[O:7]=[C:8]([c:9]1[cH:10][cH:11][cH:12][c:13]2[cH:14][cH:15][cH:16][cH:17][c:18]12)[c:19]1[cH:20][c:21]2[c:22]([c:23]([CH2:29][CH:30]([CH3:31])[CH3:32])[n:24][n:25]([CH3:28])[c:26]2=[O:27])[s:33]1. The reactants are Cn1nc(C(F)(F)F)cc1O, Cc1ccccc1, COc1cnnc(Cl)c1, Cl. Yields the product COc1cnnc(Oc2cc(C(F)(F)F)nn2C)c1. As a reaction SMILES: [CH3:1][n:2]1[n:3][c:4]([C:8]([F:9])([F:10])[F:11])[cH:5][c:6]1[OH:7].[CH3:22][c:23]1[cH:24][cH:25][cH:26][cH:27][cH:28]1.[Cl:12][c:13]1[n:14][n:15][cH:16][c:17]([O:19][CH3:20])[cH:18]1.[ClH:21]>>[CH3:1][n:2]1[n:3][c:4]([C:8]([F:9])([F:10])[F:11])[cH:5][c:6]1[O:7][c:13]1[n:14][n:15][cH:16][c:17]([O:19][CH3:20])[cH:18]1. The reactants are ClC1=NC=CC2=CC(=CC=C12)S(=O)(=O)N(C1=NC=NS1)CC1=CC=C(C=C1)OC (1-chloro-N-(4-methoxybenzyl)-N-(1,2,4-thiadiazol-5-yl)isoquinoline-6-sulfonamide), C([O-])([O-])=O.[K+].[K+] (potassium carbonate), BrC1=C(C=CC(=C1)C(F)(F)F)B(O)O (2-bromo-4-(trifluoromethyl)phenylboronic acid), C(Cl)Cl (DCM). The reagents and catalysts are C=1C=CC(=CC1)[P](C=2C=CC=CC2)(C=3C=CC=CC3)[Pd]([P](C=4C=CC=CC4)(C=5C=CC=CC5)C=6C=CC=CC6)([P](C=7C=CC=CC7)(C=8C=CC=CC8)C=9C=CC=CC9)[P](C=1C=CC=CC1)(C=1C=CC=CC1)C=1C=CC=CC1 (tetrakis(triphenylphosphine)palladium(0)). The solvent is O1CCOCC1 (dioxane), O (water), CCCCCCC (heptane). Run at temperature 100 celsius, time 35 minute. The product is BrC1=C(C=CC(=C1)C(F)(F)F)C1=NC=CC2=CC(=CC=C12)S(=O)(=O)N(C1=NC=NS1)CC1=CC=C(C=C1)OC (1-(2-bromo-4-(trifluoromethyl)phenyl)-N-(4-methoxybenzyl)-N-(1,2,4-thiadiazol-5-yl)isoquinoline-6-sulfonamide). The yield is 87.9%. As a reaction SMILES: Cl[C:2]1[C:11]2[C:6](=[CH:7][C:8]([S:12]([N:15]([CH2:21][C:22]3[CH:27]=[CH:26][C:25]([O:28][CH3:29])=[CH:24][CH:23]=3)[C:16]3[S:20][N:19]=[CH:18][N:17]=3)(=[O:14])=[O:13])=[CH:9][CH:10]=2)[CH:5]=[CH:4][N:3]=1.C(=O)([O-])[O-].[K+].[K+].[Br:36][C:37]1[CH:42]=[C:41]([C:43]([F:46])([F:45])[F:44])[CH:40]=[CH:39][C:38]=1B(O)O.C(Cl)Cl>O1CCOCC1.O.CCCCCCC.C1C=CC([P]([Pd]([P](C2C=CC=CC=2)(C2C=CC=CC=2)C2C=CC=CC=2)([P](C2C=CC=CC=2)(C2C=CC=CC=2)C2C=CC=CC=2)[P](C2C=CC=CC=2)(C2C=CC=CC=2)C2C=CC=CC=2)(C2C=CC=CC=2)C2C=CC=CC=2)=CC=1>[Br:36][C:37]1[CH:42]=[C:41]([C:43]([F:44])([F:45])[F:46])[CH:40]=[CH:39][C:38]=1[C:2]1[C:11]2[C:6](=[CH:7][C:8]([S:12]([N:15]([CH2:21][C:22]3[CH:27]=[CH:26][C:25]([O:28][CH3:29])=[CH:24][CH:23]=3)[C:16]3[S:20][N:19]=[CH:18][N:17]=3)(=[O:14])=[O:13])=[CH:9][CH:10]=2)[CH:5]=[CH:4][N:3]=1 |f:1.2.3,^1:70,72,91,110|. Procedure: A glass pressure tube was charged with 1-chloro-N-(4-methoxybenzyl)-N-(1,2,4-thiadiazol-5-yl)isoquinoline-6-sulfonamide (690 mg, 1.54 mmol), potassium carbonate (107 mg, 7.72 mmol), 2-bromo-4-(trifluoromethyl)phenylboronic acid (498 mg, 1.85 mmol), tetrakis(triphenylphosphine)palladium(0) (178 mg, 0.154 mmol) in dioxane (10.300 mL) and water (5.15 mL). The reaction was purged with argon. The tube was sealed and heated in an oil bath at 100° C. After 35 min, the reaction was cooled down to room t... Reactants: CC(C)CBr, [K+], [K+], O=C([O-])[O-], CN(C)C=O, O, O=C1CCc2ccc(O)cc21. Product: CC(C)COc1ccc2c(c1)C(=O)CC2. As a reaction SMILES: [Br:18][CH2:19][CH:20]([CH3:21])[CH3:22].[K+:12].[K+:13].[O-:14][C:15]([O-:16])=[O:17].[O:24]=[CH:25][N:26]([CH3:27])[CH3:28].[OH2:23].[OH:1][c:2]1[cH:3][cH:4][c:5]2[c:9]([cH:10]1)[C:8](=[O:11])[CH2:7][CH2:6]2>>[O:1]([c:2]1[cH:3][cH:4][c:5]2[c:9]([cH:10]1)[C:8](=[O:11])[CH2:7][CH2:6]2)[CH2:19][CH:20]([CH3:21])[CH3:22]. The solvent is C(Cl)Cl (DCM). RXN SMILES: CO[NH:3][C:4]1[N:5]=[CH:6][CH:7]=[C:8]2[CH:12]=[CH:11][O:10][C:9]=12.C(O)(=O)C>C(Cl)Cl.[Zn]>[O:10]1[C:9]2=[C:4]([NH2:3])[N:5]=[CH:6][CH:7]=[C:8]2[CH:12]=[CH:11]1. The reactants are CONC=1N=CC=C2C1OC=C2 (N-methoxyfuro[2,3-c]pyridin-7-amine), C(C)(=O)O (Acetic acid). Isolated yield 97.5%. Reagents/catalysts: [Zn] (Zinc). Yields the product O1C=CC=2C1=C(N=CC2)N (furo[2,3-c]pyridin-7-amine). Procedure details: N-methoxyfuro[2,3-c]pyridin-7-amine (43.0 g, 0.26 mol) in DCM (200 mL) was cooled in a water bath. Zinc dust (36.0 g, 0.64 mol) was added in one portion and stirred for a few min. Acetic acid (18.8 g, 0.31 mol) was added slowly over 5-10 min and stirred for 30 min. The water bath was removed and the mixture was stirred at RT for 16 h. At this point, TLC analysis (5% MeOH in DCM) indicated complete consumption of the starting material. The mixture was diluted with 400 mL of DCM and washed with sa... Reactants: CC(=O)[O-], CC(=O)[O-], CC(C)(C)[O-], CC(C)c1nc2ccccc2[nH]1, CC(C)(O)C1CCN(C(=O)c2ccc3nc(Cl)nc(N4CCOCC4)c3n2)CC1, [Na+], [Pd+2]. Product: CC(C)c1nc2ccccc2n1-c1nc(N2CCOCC2)c2nc(C(=O)N3CCC(C(C)(C)O)CC3)ccc2n1. RXN SMILES: [C:48]([O-:49])(=[O:50])[CH3:51].[C:53]([O-:54])(=[O:55])[CH3:56].[CH3:42][C:43]([CH3:44])([O-:45])[CH3:46].[CH:30]([CH3:31])([CH3:32])[c:33]1[n:34][c:35]2[c:36]([nH:37]1)[cH:38][cH:39][cH:40][cH:41]2.[Cl:1][c:2]1[n:3][c:4]([N:24]2[CH2:25][CH2:26][O:27][CH2:28][CH2:29]2)[c:5]2[c:6]([n:7]1)[cH:8][cH:9][c:10]([C:12](=[O:13])[N:14]1[CH2:15][CH2:16][CH:17]([C:20]([CH3:21])([CH3:22])[OH:23])[CH2:18][CH2:19]1)[n:11]2.[Na+:47].[Pd+2:52]>>[c:2]1(-[n:34]2[c:33]([CH:30]([CH3:31])[CH3:32])[n:37][c:36]3[c:35]2[cH:41][cH:40][cH:39][cH:38]3)[n:3][c:4]([N:24]2[CH2:25][CH2:26][O:27][CH2:28][CH2:29]2)[c:5]2[c:6]([n:7]1)[cH:8][cH:9][c:10]([C:12](=[O:13])[N:14]1[CH2:15][CH2:16][CH:17]([C:20]([CH3:21])([CH3:22])[OH:23])[CH2:18][CH2:19]1)[n:11]2. Reactants: ClC=1C=NC=C(C1)OC1=C(C=C(C=C1)N)C(F)(F)F (2-(3-chloro-5-pyridyloxy)-5-aminobenzotrifluoride), CSC1=CC=C(C=C1)S(=O)(=O)Cl (4-methylthiobenzenesulfonyl chloride). Solvent: CCCCCC.CCOCC (hexane ether). Product: ClC=1C=NC=C(C1)OC1=C(C=C(C=C1)NS(=O)(=O)C1=CC=C(C=C1)SC)C(F)(F)F (2-(3-chloro-5-pyridyloxy)-5-(4-methylthiobenzenesulfonamido)benzotrifluoride). The yield is 33.9%. Reaction SMILES: [Cl:1][C:2]1[CH:3]=[N:4][CH:5]=[C:6]([O:8][C:9]2[CH:14]=[CH:13][C:12]([NH2:15])=[CH:11][C:10]=2[C:16]([F:19])([F:18])[F:17])[CH:7]=1.[CH3:20][S:21][C:22]1[CH:27]=[CH:26][C:25]([S:28](Cl)(=[O:30])=[O:29])=[CH:24][CH:23]=1>CCCCCC.CCOCC>[Cl:1][C:2]1[CH:3]=[N:4][CH:5]=[C:6]([O:8][C:9]2[CH:14]=[CH:13][C:12]([NH:15][S:28]([C:25]3[CH:24]=[CH:23][C:22]([S:21][CH3:20])=[CH:27][CH:26]=3)(=[O:29])=[O:30])=[CH:11][C:10]=2[C:16]([F:17])([F:19])[F:18])[CH:7]=1 |f:2.3|. Procedure details: Using the method of Example 17.4, 2-(3-chloro-5-pyridyloxy)-5-aminobenzotrifluoride (0.394 g) and 4-methylthiobenzenesulfonyl chloride (0.34 g ) [H. Burton, et al. J. Chem. Soc. 1948, 604-605] were combined to provide, after flash chromatography and trituration with hexane/ether, the title compound as crystals (0.22 g). mp 109.5-111° C. The reactants are FC1=CC=C(C=C1)C=1N=C(SC1CC1=CC=C(C=C1)[N+](=O)[O-])N (4-(4-fluoro-phenyl)-5-(4-nitro-benzyl)-thiazol-2-ylamine), COC=1C=C(C(=O)Cl)C=CC1OC (3,4-dimethoxy-benzoyl chloride). Yields the product FC1=CC=C(C=C1)C=1N=C(SC1CC1=CC=C(C=C1)[N+](=O)[O-])NC(C1=CC(=C(C=C1)OC)OC)=O (N-[4-(4-fluoro-phenyl)-5-(4-nitro-benzyl)-thiazol-2-yl]-3,4-dimethoxy-benzamide). The yield is 24.0%. RXN SMILES: [F:1][C:2]1[CH:7]=[CH:6][C:5]([C:8]2[N:9]=[C:10]([NH2:23])[S:11][C:12]=2[CH2:13][C:14]2[CH:19]=[CH:18][C:17]([N+:20]([O-:22])=[O:21])=[CH:16][CH:15]=2)=[CH:4][CH:3]=1.[CH3:24][O:25][C:26]1[CH:27]=[C:28]([CH:32]=[CH:33][C:34]=1[O:35][CH3:36])[C:29](Cl)=[O:30]>>[F:1][C:2]1[CH:3]=[CH:4][C:5]([C:8]2[N:9]=[C:10]([NH:23][C:29](=[O:30])[C:28]3[CH:32]=[CH:33][C:34]([O:35][CH3:36])=[C:26]([O:25][CH3:24])[CH:27]=3)[S:11][C:12]=2[CH2:13][C:14]2[CH:19]=[CH:18][C:17]([N+:20]([O-:22])=[O:21])=[CH:16][CH:15]=2)=[CH:6][CH:7]=1. Procedure details: A procedure similar to that in Example 4 was used. 4-(4-fluoro-phenyl)-5-(4-nitro-benzyl)-thiazol-2-ylamine prepared in Example 9 and 3,4-dimethoxy-benzoyl chloride prepared in the step 1 of Example 12 were used as starting materials, allowed to react at room temperature overnight, followed by post-treatment to obtain a crude product, which was purified by a silica gel column chromatography eluted with a gradient of dichloromethane and ethyl acetate (20:1-10:1) to obtain a product as a white sol...